This data is from the Open Reaction Database (ORD), a public repository of structured organic reaction records. The task is: describe an organic reaction: reactants, conditions, products, and yield Reactants: CCCc1c(OCc2cccc(NC(=O)c3cccc(C(=O)O)c3)c2)ccc(C(C)=O)c1O, CC1(C)OC(=O)CC(=O)O1, C(=NC1CCCCC1)=NC1CCCCC1, ClCCl. Yields the product CCCc1c(OCc2cccc(NC(=O)c3cccc(C(O)=C4C(=O)OC(C)(C)OC4=O)c3)c2)ccc(C(C)=O)c1O. Reaction SMILES: [C:16]([CH3:17])(=[O:18])[c:19]1[c:20]([OH:48])[c:21]([CH2:45][CH2:46][CH3:47])[c:22]([O:23][CH2:24][c:25]2[cH:26][c:27]([NH:31][C:32]([c:33]3[cH:34][c:35]([C:36](=[O:37])[OH:38])[cH:39][cH:40][cH:41]3)=[O:42])[cH:28][cH:29][cH:30]2)[cH:43][cH:44]1.[CH3:49][C:50]1([CH3:58])[O:51][C:52](=[O:57])[CH2:53][C:54](=[O:56])[O:55]1.[CH:1]1([N:2]=[C:3]=[N:4][CH:5]2[CH2:6][CH2:7][CH2:8][CH2:9][CH2:10]2)[CH2:11][CH2:12][CH2:13][CH2:14][CH2:15]1.[Cl:59][CH2:60][Cl:61]>>[C:16]([CH3:17])(=[O:18])[c:19]1[c:20]([OH:48])[c:21]([CH2:45][CH2:46][CH3:47])[c:22]([O:23][CH2:24][c:25]2[cH:26][c:27]([NH:31][C:32]([c:33]3[cH:34][c:35]([C:36]([OH:37])=[C:53]4[C:52](=[O:57])[O:51][C:50]([CH3:49])([CH3:58])[O:55][C:54]4=[O:56])[cH:39][cH:40][cH:41]3)=[O:42])[cH:28][cH:29][cH:30]2)[cH:43][cH:44]1.